Dataset: the Open Reaction Database (ORD), a public repository of structured organic reaction records. Task: describe an organic reaction: reactants, conditions, products, and yield Starting materials: ClC1=NC(=NC(=C1)Cl)NC ((4,6-dichloro-pyrimidin-2-yl)-methylamine), [K+].FC1=CC=C(C=C1)S(=O)(=O)[NH-] (4-fluoro-benzenesulfonamide potassium salt). The solvent is CN1C(CCC1)=O (1-methyl-2-pyrrolidone). Yields the product ClC1=CC(=NC(=N1)NC)NS(=O)(=O)C1=CC=C(C=C1)F (N-(6-chloro-2-methylamino-pyrimidin-4-yl)-4-fluoro-benzenesulfonamide). The yield is 55.9%. Reaction SMILES: [Cl:1][C:2]1[CH:7]=[C:6](Cl)[N:5]=[C:4]([NH:9][CH3:10])[N:3]=1.[K+].[F:12][C:13]1[CH:18]=[CH:17][C:16]([S:19]([NH-:22])(=[O:21])=[O:20])=[CH:15][CH:14]=1>CN1CCCC1=O>[Cl:1][C:2]1[N:3]=[C:4]([NH:9][CH3:10])[N:5]=[C:6]([NH:22][S:19]([C:16]2[CH:15]=[CH:14][C:13]([F:12])=[CH:18][CH:17]=2)(=[O:21])=[O:20])[CH:7]=1 |f:1.2|. Reported procedure: 0.46 g (0.0026 mol) of (4,6-dichloro-pyrimidin-2-yl)-methylamine and 1.1 g (0.0051 mol) of 4-fluoro-benzenesulfonamide potassium salt were stirred in 10 ml of 1-methyl-2-pyrrolidone in 150° C. for 8 hours. Then, the solvent was distilled off in a high vacuum, the residue was partitioned in ethyl acetate/water and extracted. The aqueous phase was saturated with sodium chloride, evaporated briefly in a vacuum and made acid with 4N HCl, with a precipitate separating. The mixture was suctioned filte... Product: CN(C1CN(CC1)C(=O)C1=CC=C(C=C1)NC1=CC=CC2=NSN=C21)C (N-(4-[{3-(Dimethylamino)pyrrolidin-1-yl]carbonyl}phenyl)-2,1,3-benzothiadiazol-4-amine). Procedure details: A mixture of 1-(4-bromobenzoyl)-3-dimethylaminopyrrolidine (40 mg, 0.13 mmol), 4-amino-2,1,3-benzothiadiazole (23 mg, 0.13 mmol), potassium phosphate (27 mg, 0.13 mmol), tris(dibenzylideneacetone)dipalladium(0) (3 mg, 0.002 mmol), and CTC-Q-Phos (6 mg, 0.004 mmol) are heated to 80° C. for 16 h and concentrated in vacuo. The resultant residue is dissolved in a mixture of DMSO, methanol and water and purified by reverse-phase semi-preparative HPLC1 to give the title compound as a white powder (11 ... Starting materials: BrC1=CC=C(C(=O)N2CC(CC2)N(C)C)C=C1 (1-(4-bromobenzoyl)-3-dimethylaminopyrrolidine), NC1=CC=CC2=NSN=C21 (4-amino-2,1,3-benzothiadiazole), P(=O)([O-])([O-])[O-].[K+].[K+].[K+] (potassium phosphate). Conditions: temperature 80 celsius. RXN SMILES: Br[C:2]1[CH:17]=[CH:16][C:5]([C:6]([N:8]2[CH2:12][CH2:11][CH:10]([N:13]([CH3:15])[CH3:14])[CH2:9]2)=[O:7])=[CH:4][CH:3]=1.[NH2:18][C:19]1[C:27]2[C:23](=[N:24][S:25][N:26]=2)[CH:22]=[CH:21][CH:20]=1.P([O-])([O-])([O-])=O.[K+].[K+].[K+]>C1C=CC(/C=C/C(/C=C/C2C=CC=CC=2)=O)=CC=1.C1C=CC(/C=C/C(/C=C/C2C=CC=CC=2)=O)=CC=1.C1C=CC(/C=C/C(/C=C/C2C=CC=CC=2)=O)=CC=1.[Pd].[Pd].CC(P(C(C)(C)C)[C]1[CH][CH][CH][CH]1)(C)C.C1C=CC([C]2[C](C3C=CC=CC=3)[C](C3C=CC=CC=3)[C](C3C=CC=CC=3)[C]2C2C=CC=CC=2)=CC=1.[Fe]>[CH3:14][N:13]([CH3:15])[CH:10]1[CH2:11][CH2:12][N:8]([C:6]([C:5]2[CH:16]=[CH:17][C:2]([NH:18][C:19]3[C:27]4[C:23](=[N:24][S:25][N:26]=4)[CH:22]=[CH:21][CH:20]=3)=[CH:3][CH:4]=2)=[O:7])[CH2:9]1 |f:2.3.4.5,6.7.8.9.10,11.12.13,^1:98,99,100,101,102,109,110,117,124,131|. The reagents and catalysts are C=1C=CC(=CC1)/C=C/C(=O)/C=C/C2=CC=CC=C2.C=1C=CC(=CC1)/C=C/C(=O)/C=C/C2=CC=CC=C2.C=1C=CC(=CC1)/C=C/C(=O)/C=C/C2=CC=CC=C2.[Pd].[Pd] (tris(dibenzylideneacetone)dipalladium(0)), CC(C)(C)P([C]1[CH][CH][CH][CH]1)C(C)(C)C.C1=CC=C(C=C1)[C]2[C]([C]([C]([C]2C3=CC=CC=C3)C4=CC=CC=C4)C5=CC=CC=C5)C6=CC=CC=C6.[Fe] (CTC-Q-Phos). Yield: 23.0%. Starting materials: solvent, C1(C=CC(C=C1)=O)=O (p-benzoquinone), [S-2].[Na+].[Na+] (sodium sulfide). Product: [S-2].[Na+].[Na+].C1(C=CC(C=C1)=O)=O (Sodium Sulfide p-Benzoquinone). As a reaction SMILES: [C:1]1(=[O:8])[CH:6]=[CH:5][C:4](=[O:7])[CH:3]=[CH:2]1.[S-2:9].[Na+:10].[Na+]>>[S-2:9].[Na+:10].[Na+:10].[C:1]1(=[O:8])[CH:6]=[CH:5][C:4](=[O:7])[CH:3]=[CH:2]1 |f:1.2.3,4.5.6.7|. Procedure: To 3 g of Illinois no. 6 coal and 3 g of modified process solvent of Example 8(b) was added 0.03 g of p-benzoquinone and 0.03 g of sodium sulfide. The resulting mixture was subjected to hydroliquefaction under conditions of Example 1. Reactants: BrC1=C(C=C(C=C1)S(=O)(=O)Cl)C (4-bromo-3-methylbenzene-1-sulfonyl chloride), C(C)(C)(C)N (tert-butylamine). Run in ClCCl (dichloromethane), ClCCl (dichloromethane). Reaction conditions: time 8 hour. The product is BrC1=C(C=C(C=C1)S(=O)(=O)NC(C)(C)C)C (4-bromo-N-tert-butyl-3-methylbenzenesulfonamide). Reaction SMILES: [Br:1][C:2]1[CH:7]=[CH:6][C:5]([S:8](Cl)(=[O:10])=[O:9])=[CH:4][C:3]=1[CH3:12].[C:13]([NH2:17])([CH3:16])([CH3:15])[CH3:14]>ClCCl>[Br:1][C:2]1[CH:7]=[CH:6][C:5]([S:8]([NH:17][C:13]([CH3:16])([CH3:15])[CH3:14])(=[O:10])=[O:9])=[CH:4][C:3]=1[CH3:12]. Procedure details: To a solution of 4-bromo-3-methylbenzene-1-sulfonyl chloride (1.50 g) in dichloromethane (10 ml) at 0° C. was added tert-butylamine (1.5 ml). The reaction mixture was allowed to warm to and stirred at room temperature overnight. The reaction mixture was diluted with dichloromethane, washed with 1N HCl and with sat. aq. NaHCO3 solution. The organic layer was dried (MgSO4) and concentrated to give 1.20 g 4-bromo-N-tert-butyl-3-methylbenzenesulfonamide as a white solid. Reactants: C(C)(=O)OCC (ethyl acetate), C([O-])([O-])=O.[K+].[K+] (potassium carbonate), C(C)(C)(C)OC(=O)C1=C(C=CC=C1)C1=CC=C(C=C1)CN1C(=NC(=C1C(=O)O)CO)CCCC (1-[(2'-t-Butoxycarbonylbiphenyl-4-yl)methyl]-2-butyl-4-hydroxymethylimidazole-5-carboxylic acid), C(C(C)(C)C)(=O)OCCl (pivaloyloxymethyl chloride). Solvent: O (water), CN(C(C)=O)C (N,N-dimethylacetamide). Reaction conditions: time 5 hour. Yields the product C(C(C)(C)C)(=O)OCOC(=O)C1=C(N=C(N1CC1=CC=C(C=C1)C1=C(C=CC=C1)C(=O)OC(C)(C)C)CCCC)CO (Pivaloyloxymethyl-1-[(2'-t-butoxycarbonylbiphenyl-4-yl)methyl]-2-butyl-4-hydroxymethylimidazole-5-carboxylate). Yield: 90.2%. As a reaction SMILES: C(=O)([O-])[O-].[K+].[K+].[C:7]([O:11][C:12]([C:14]1[CH:19]=[CH:18][CH:17]=[CH:16][C:15]=1[C:20]1[CH:25]=[CH:24][C:23]([CH2:26][N:27]2[C:31]([C:32]([OH:34])=[O:33])=[C:30]([CH2:35][OH:36])[N:29]=[C:28]2[CH2:37][CH2:38][CH2:39][CH3:40])=[CH:22][CH:21]=1)=[O:13])([CH3:10])([CH3:9])[CH3:8].[C:41]([O:47][CH2:48]Cl)(=[O:46])[C:42]([CH3:45])([CH3:44])[CH3:43].C(OCC)(=O)C>CN(C)C(=O)C.O>[C:41]([O:47][CH2:48][O:33][C:32]([C:31]1[N:27]([CH2:26][C:23]2[CH:24]=[CH:25][C:20]([C:15]3[CH:16]=[CH:17][CH:18]=[CH:19][C:14]=3[C:12]([O:11][C:7]([CH3:10])([CH3:9])[CH3:8])=[O:13])=[CH:21][CH:22]=2)[C:28]([CH2:37][CH2:38][CH2:39][CH3:40])=[N:29][C:30]=1[CH2:35][OH:36])=[O:34])(=[O:46])[C:42]([CH3:45])([CH3:44])[CH3:43] |f:0.1.2|. Procedure details: 350 mg of potassium carbonate were added to a solution of 552 mg of 1-[(2'-t-butoxycarbonylbiphenyl-4-yl)methyl]-2-butyl-4-hydroxymethylimidazole-5-carboxylic acid (prepared as described in Example 4) and 220 mg of pivaloyloxymethyl chloride in 7 ml of N,N-dimethylacetamide, and the resulting mixture was stirred at room temperature for 5 hours. At the end of this time, the reaction mixture was mixed with ethyl acetate and water, and the ethyl acetate layer was separated and dried over anhydrous ...